This data is from the Open Reaction Database (ORD), a public repository of structured organic reaction records. The task is: describe an organic reaction: reactants, conditions, products, and yield Reactants: C(OCCl)(OCC)=O (chloromethyl ethyl carbonate), [Na+].[I-] (NaI), ClC=1C=CC(=C(C1)C1=CC=C(C=C1)CN(NC(=O)C1=CC(=NO1)OC)C[C@H](C(=O)O)O)F ((R)-3-[N-(5′-chloro-2′-fluorobiphenyl-4-ylmethyl)-N′-(3-methoxyisoxazole-5-carbonyl)hydrazino]-2-hydroxypropionic acid), CCN(C(C)C)C(C)C (DIPEA). Run in CC(=O)C (acetone), CC(=O)C (acetone), C(C)(=O)O (acetic acid). Run at temperature 65 celsius, time 1 hour. Product: C(C)OC(=O)OCOC([C@@H](CN(NC(=O)C1=CC(=NO1)OC)CC1=CC=C(C=C1)C1=C(C=CC(=C1)Cl)F)O)=O ((R)-3-[N-(5′-Chloro-2′-fluorobiphenyl-4-ylmethyl)-N′-(3-methoxyisoxazole-5-carbonyl)hydrazino]-2-hydroxypropionic Acid Ethoxycarbonyloxymethyl Ester). The yield is 23.8%. Reaction SMILES: [C:1](=[O:8])([O:5][CH2:6][CH3:7])[O:2][CH2:3]Cl.[Na+].[I-].[Cl:11][C:12]1[CH:13]=[CH:14][C:15]([F:42])=[C:16]([C:18]2[CH:23]=[CH:22][C:21]([CH2:24][N:25]([CH2:36][C@@H:37]([OH:41])[C:38]([OH:40])=[O:39])[NH:26][C:27]([C:29]3[O:33][N:32]=[C:31]([O:34][CH3:35])[CH:30]=3)=[O:28])=[CH:20][CH:19]=2)[CH:17]=1.CCN(C(C)C)C(C)C>CC(C)=O.C(O)(=O)C>[CH2:6]([O:5][C:1]([O:2][CH2:3][O:40][C:38](=[O:39])[C@H:37]([OH:41])[CH2:36][N:25]([CH2:24][C:21]1[CH:20]=[CH:19][C:18]([C:16]2[CH:17]=[C:12]([Cl:11])[CH:13]=[CH:14][C:15]=2[F:42])=[CH:23][CH:22]=1)[NH:26][C:27]([C:29]1[O:33][N:32]=[C:31]([O:34][CH3:35])[CH:30]=1)=[O:28])=[O:8])[CH3:7] |f:1.2|. Reported procedure: A mixture of chloromethyl ethyl carbonate (17.9 mg, 129 μmol) and NaI (19.4 mg, 129 μmol) in acetone (0.7 mL, 10 mmol) was heated at 65° C. for 1 hour. The mixture was then cooled to room temperature and a mixture of (R)-3-[N-(5′-chloro-2′-fluorobiphenyl-4-ylmethyl)-N′-(3-methoxyisoxazole-5-carbonyl)hydrazino]-2-hydroxypropionic acid (20.0 mg) and DIPEA (15.0 μL, 0.1 mmol) in acetone (0.3 mL) was added. The resulting mixture was stirred at room temperature for 1 hour then concentrated. The resid... The reactants are O=S1(=O)CCCO1, CCCCN, CO. The product is CCCCNCCCS(=O)(=O)O. As a reaction SMILES: [CH2:1]1[CH2:2][CH2:3][O:4][S:5]1(=[O:6])=[O:7].[CH2:8]([CH2:9][CH2:10][CH3:11])[NH2:12].[CH3:13][OH:14]>>[CH2:1]([CH2:2][CH2:3][NH:12][CH2:8][CH2:9][CH2:10][CH3:11])[S:5]([OH:4])(=[O:6])=[O:7]. Reactants: C(#N)C1=C(C=C(C=N1)NC(CNC(OCC1C2=CC=CC=C2C=2C=CC=CC12)=O)=O)NC1=NC(=CC(=C1)C)C (9H-fluoren-9-ylmethyl [2-({6-cyano-5-[(4,6-dimethylpyridin-2-yl)amino]pyridin-3-yl}amino)-2-oxoethyl]carbamate), N1CCCCC1 (piperidine). The solvent is CN(C)C=O (DMF). Conditions: time 1 hour. Yields the product C(#N)C1=C(C=C(C=N1)NC(CN)=O)NC1=NC(=CC(=C1)C)C (N-{6-cyano-5-[(4,6-dimethylpyridin-2-yl)amino]pyridin-3-yl}glycinamide). As a reaction SMILES: [C:1]([C:3]1[N:8]=[CH:7][C:6]([NH:9][C:10](=[O:30])[CH2:11][NH:12]C(=O)OCC2C3C=CC=CC=3C3C2=CC=CC=3)=[CH:5][C:4]=1[NH:31][C:32]1[CH:37]=[C:36]([CH3:38])[CH:35]=[C:34]([CH3:39])[N:33]=1)#[N:2].N1CCCCC1>CN(C=O)C>[C:1]([C:3]1[N:8]=[CH:7][C:6]([NH:9][C:10](=[O:30])[CH2:11][NH2:12])=[CH:5][C:4]=1[NH:31][C:32]1[CH:37]=[C:36]([CH3:38])[CH:35]=[C:34]([CH3:39])[N:33]=1)#[N:2]. Reported procedure: To a suspension of 9H-fluoren-9-ylmethyl [2-({6-cyano-5-[(4,6-dimethylpyridin-2-yl)amino]pyridin-3-yl}amino)-2-oxoethyl]carbamate (120 mg, 0.23 mmol) in DMF (1.8 mL) was added piperidine (394 mg, 4.63 mmol). After 1 hour, the reaction mixture was concentrated under reduced pressure, and the residue was purified by chromatography on silica gel (0-70% ethyl acetate/hexanes, linear gradient, followed by 0-12% methanol/dichloromethane, linear gradient) to afford N-{6-cyano-5-[(4,6-dimethylpyridin-2-... Starting materials: O (water), NH2SO4, FC1=C(C=CC(=C1)F)[N+](=O)[O-] (2,4-difluoronitrobenzene), FC(CO)(F)F (2,2,2-trifluoroethanol), [OH-].[Na+] (sodium hydroxide). The solvent is C1(=CC=CC=C1)C (toluene). Reaction conditions: temperature 47.5 celsius, time 30 minute. The product is FC1=CC(=C(C=C1)[N+](=O)[O-])OCC(F)(F)F (4-Fluoro-1-nitro-2-(2,2,2-trifluoro-ethoxy)-benzene). Reaction SMILES: F[C:2]1[CH:7]=[C:6]([F:8])[CH:5]=[CH:4][C:3]=1[N+:9]([O-:11])=[O:10].[F:12][C:13]([F:17])([F:16])[CH2:14][OH:15].[OH-].[Na+].O>C1(C)C=CC=CC=1>[F:8][C:6]1[CH:5]=[CH:4][C:3]([N+:9]([O-:11])=[O:10])=[C:2]([O:15][CH2:14][C:13]([F:17])([F:16])[F:12])[CH:7]=1 |f:2.3|. Procedure details: To a solution of 2,4-difluoronitrobenzene (300.0 g, 1.89 mol) and 2,2,2-trifluoroethanol (245.0 g, 2.45 mol) in toluene (600 mL) was added sodium hydroxide (90.5 g, 2.26 mol) in portions over 30 min to keep the temperature between 30 and 40° C. After the temperature had dropped to 30° C., the reaction mixture was heated to 45-50° C. using an oil bath for additional 16 h. After cooling, water (500 mL) and 2.5 NH2SO4 (200-300 mL, for adjustment of pH to 5) were added and the organic layer was sepa... Reactants: C(CCC)OC([C@@H](NC([C@H]1N(CCC1)C([C@H]1N(C(CC1)=O)C(=O)OCC1=CC=CC=C1)=O)=O)CCCNC(N)=N)OCCCC (N-benzyloxycarbonyl-L-pyroglutamyl-L-prolyl-L-argininal dibutylacetal), [H][H] (hydrogen). Reagents/catalysts: [Pd] (palladium black). Run in CO (methanol). The product is N1[C@@H](CCC1=O)C(=O)N1[C@H](C(=O)N[C@@H](CCCNC(N)=N)C=O)CCC1 (L-pyroglutamyl-L-prolyl-L-argininal). The yield is 87.3%. As a reaction SMILES: C([O:5][CH:6](OCCCC)[C@H:7]([CH2:34][CH2:35][CH2:36][NH:37][C:38](=[NH:40])[NH2:39])[NH:8][C:9](=[O:33])[C@@H:10]1[CH2:14][CH2:13][CH2:12][N:11]1[C:15](=[O:32])[C@@H:16]1[CH2:20][CH2:19][C:18](=[O:21])[N:17]1C(OCC1C=CC=CC=1)=O)CCC.[H][H]>CO.[Pd]>[NH:17]1[C:18](=[O:21])[CH2:19][CH2:20][C@H:16]1[C:15]([N:11]1[CH2:12][CH2:13][CH2:14][C@H:10]1[C:9]([NH:8][C@H:7]([CH:6]=[O:5])[CH2:34][CH2:35][CH2:36][NH:37][C:38](=[NH:39])[NH2:40])=[O:33])=[O:32]. Reported procedure: After N-benzyloxycarbonyl-L-pyroglutamyl-L-prolyl-L-argininal 1/2 sulfate (0.055 g, 0.10 mmol) was dissolved in 85% methanol (25 ml), a small amount of palladium black (1 g) was added to the solution followed by catalytic hydrogenation at room temperature for an hour in a hydrogen flow. After completion of the reaction, the catalyst was filtered off and the filtrate was concentrated. The residue was dissolved in a small amount of methanol and the solution was poured onto an excess of dry ether. ...